Dataset: the Open Reaction Database (ORD), a public repository of structured organic reaction records. Task: describe an organic reaction: reactants, conditions, products, and yield Reactants: [Al+3], Cc1c[nH]c(=O)[nH]1, [Cl-], [Cl-], [Cl-], ClCCl, O=C(Cl)Cc1ccccc1. Yields the product Cc1[nH]c(=O)[nH]c1C(=O)Cc1ccccc1. Reaction SMILES: [Al+3:2].[CH3:5][c:6]1[nH:7][c:8](=[O:11])[nH:9][cH:10]1.[Cl-:1].[Cl-:3].[Cl-:4].[Cl:22][CH2:23][Cl:24].[c:12]1([CH2:18][C:19](=[O:20])[Cl:21])[cH:13][cH:14][cH:15][cH:16][cH:17]1>>[CH3:5][c:6]1[nH:7][c:8](=[O:11])[nH:9][c:10]1[C:19]([CH2:18][c:12]1[cH:13][cH:14][cH:15][cH:16][cH:17]1)=[O:20]. Starting materials: ClC1=C(C(=O)N[C@@H](CNC(=O)C=2SC=CC2)C(=O)OC)C=CC(=C1)C(CCC1=CC(=CC=C1)O)=O (N-[2-chloro-4-[1-oxo-3-(3-hydroxyphenyl)propyl]benzoyl]-3-(thiophene-2-carbonyl)amino-L-alanine, methyl ester), O.[OH-].[Li+] (lithium hydroxide monohydrate). The solvent is O1CCCC1.CO.O (tetrahydrofuran methanol water). Product: ClC1=C(C(=O)N[C@@H](CNC(=O)C=2SC=CC2)C(=O)O)C=CC(=C1)C(CCC1=CC(=CC=C1)O)O (N-[2-chloro-4-[1-hydroxy-3-(3-hydroxyphenyl)propyl]benzoyl]-3-(thiophene-2-carbonyl)amino-L-alanine). As a reaction SMILES: [Cl:1][C:2]1[CH:24]=[C:23]([C:25](=[O:35])[CH2:26][CH2:27][C:28]2[CH:33]=[CH:32][CH:31]=[C:30]([OH:34])[CH:29]=2)[CH:22]=[CH:21][C:3]=1[C:4]([NH:6][C@H:7]([C:17]([O:19]C)=[O:18])[CH2:8][NH:9][C:10]([C:12]1[S:13][CH:14]=[CH:15][CH:16]=1)=[O:11])=[O:5].O.[OH-].[Li+]>O1CCCC1.CO.O>[Cl:1][C:2]1[CH:24]=[C:23]([CH:25]([OH:35])[CH2:26][CH2:27][C:28]2[CH:33]=[CH:32][CH:31]=[C:30]([OH:34])[CH:29]=2)[CH:22]=[CH:21][C:3]=1[C:4]([NH:6][C@H:7]([C:17]([OH:19])=[O:18])[CH2:8][NH:9][C:10]([C:12]1[S:13][CH:14]=[CH:15][CH:16]=1)=[O:11])=[O:5] |f:1.2.3,4.5.6|. Reported procedure: A solution of N-[2-chloro-4-[1-oxo-3-(3-hydroxyphenyl)propyl]benzoyl]-3-(thiophene-2-carbonyl)amino-L-alanine, methyl ester (120 mg, 0.23 mmol) and lithium hydroxide monohydrate (40 mg, 0.95 mmol) in tetrahydrofuran/methanol/water (2:2:1; 2.5 mL) was stirred at room temperature for 90 min. The solvent was evaporated, then water was added, followed by 1 M HCl (1.1 mL). The resulting solid was filtered off, washed with water, dried, and purified by